This data is from the Open Reaction Database (ORD), a public repository of structured organic reaction records. The task is: describe an organic reaction: reactants, conditions, products, and yield Starting materials: C(C=C)[C@@]1(C(N([C@@H]([C@H](C1)C1=CC(=CC=C1)Cl)C1=CC=C(C=C1)Cl)[C@H](CS)C1CC1)=O)C ((3S,5R,6S)-3-allyl-5-(3-chlorophenyl)-6-(4-chlorophenyl)-1-((S)-1-cyclopropyl-2-mercaptoethyl)-3-methylpiperidin-2-one), BrC(CC)CC (3-bromopentane), [H-].[Na+] (sodium hydride), oil. Solvent: CN(C)C=O (DMF). Reaction conditions: temperature 25 celsius, time 1 hour. Yields the product C(C=C)[C@@]1(C(N([C@@H]([C@H](C1)C1=CC(=CC=C1)Cl)C1=CC=C(C=C1)Cl)[C@H](CSC(CC)CC)C1CC1)=O)C ((3S,5R,6S)-3-allyl-5-(3-chlorophenyl)-6-(4-chlorophenyl)-1-((S)-1-cyclopropyl-2-(pentan-3-ylthio)ethyl)-3-methylpiperidin-2-one). Reaction SMILES: [CH2:1]([C@@:4]1([CH3:31])[CH2:9][C@H:8]([C:10]2[CH:15]=[CH:14][CH:13]=[C:12]([Cl:16])[CH:11]=2)[C@@H:7]([C:17]2[CH:22]=[CH:21][C:20]([Cl:23])=[CH:19][CH:18]=2)[N:6]([C@@H:24]([CH:27]2[CH2:29][CH2:28]2)[CH2:25][SH:26])[C:5]1=[O:30])[CH:2]=[CH2:3].Br[CH:33]([CH2:36][CH3:37])[CH2:34][CH3:35].[H-].[Na+]>CN(C=O)C>[CH2:1]([C@@:4]1([CH3:31])[CH2:9][C@H:8]([C:10]2[CH:15]=[CH:14][CH:13]=[C:12]([Cl:16])[CH:11]=2)[C@@H:7]([C:17]2[CH:18]=[CH:19][C:20]([Cl:23])=[CH:21][CH:22]=2)[N:6]([C@@H:24]([CH:27]2[CH2:29][CH2:28]2)[CH2:25][S:26][CH:33]([CH2:36][CH3:37])[CH2:34][CH3:35])[C:5]1=[O:30])[CH:2]=[CH2:3] |f:2.3|. Reported procedure: To a solution of (3S,5R,6S)-3-allyl-5-(3-chlorophenyl)-6-(4-chlorophenyl)-1-((S)-1-cyclopropyl-2-mercaptoethyl)-3-methylpiperidin-2-one (49 mg, 0.10 mmol; Example 366, Step A) and 3-bromopentane (51 μl, 0.41 mmol) in DMF (0.52 mL) was added 60% sodium hydride in mineral oil (17 mg, 0.41 mmol) at 25° C. The reaction was stirred at 25° C. for 1 h and then heated to 60° C. After being stirred at 60° C. overnight, the reaction was quenched (10% aq. citric acid), extracted (2×EtOAc), and washed (3× b... Starting materials: ClC1=CC=C(N=N1)NC(C)=O (N-(6-chloro-3-pyridazinyl)acetamide), CC=1C=C(C=CC1)N1CCNCC1 (1-(3-methylphenyl)piperazine), C([O-])([O-])=O.[K+].[K+] (potassium carbonate), ClC(Cl)Cl (trichloromethane), 1n. Solvent: O (water). Product: Cl.Cl.N1=NC(=CC=C1)N (3-pyridazinamine dihydrochloride). As a reaction SMILES: [Cl:1][C:2]1[N:7]=[N:6][C:5]([NH:8]C(=O)C)=[CH:4][CH:3]=1.CC1C=C(N2CCNCC2)C=CC=1.C(=O)([O-])[O-].[K+].[K+].[Cl:31]C(Cl)Cl>O>[ClH:1].[ClH:31].[N:7]1[CH:2]=[CH:3][CH:4]=[C:5]([NH2:8])[N:6]=1 |f:2.3.4,7.8.9|. Reported procedure: A mixture of 3.5 parts of N-(6-chloro-3-pyridazinyl)acetamide, 3.6 parts of 1-(3-methylphenyl)piperazine and 2.8 parts of potassium carbonate was stirred for 7 hours 1n an oil bath at 160° C. After cooling, trichloromethane and water were added. The layers were separated. The organic layer was dried, filtered and evaporated. The residue was purified by column chromatography over silica gel using a mixture of trichloromethane and methanol (97:3 by volume) as eluent. The second fraction was collec... The reactants are F[B-](F)(F)F, N#Cc1ccc(CC(=O)O)cc1, CCOC(=O)C(C#N)=NOC(N(C)C)=[N+](C)C, COc1ccc(-c2csc(N)n2)cc1, CN(C)C=O, CCOC(C)=O, CCN(C(C)C)C(C)C. Yields the product COc1ccc(-c2csc(NC(=O)Cc3ccc(C#N)cc3)n2)cc1. Reaction SMILES: [B-:36]([F:37])([F:38])([F:39])[F:40].[C:24](#[N:25])[c:26]1[cH:27][cH:28][c:29]([CH2:32][C:33](=[O:34])[OH:35])[cH:30][cH:31]1.[CH2:41]([O:42][C:43]([C:44](=[N:45][O:46][C:47]([N:48]([CH3:49])[CH3:50])=[N+:51]([CH3:52])[CH3:53])[C:54]#[N:55])=[O:56])[CH3:57].[CH3:1][O:2][c:3]1[cH:4][cH:5][c:6](-[c:9]2[n:10][c:11]([NH2:14])[s:12][cH:13]2)[cH:7][cH:8]1.[CH3:58][N:59]([CH3:60])[CH:61]=[O:62].[CH3:63][CH2:64][O:65][C:66](=[O:67])[CH3:68].[CH:15]([N:16]([CH2:17][CH3:18])[CH:19]([CH3:20])[CH3:21])([CH3:22])[CH3:23]>>[CH3:1][O:2][c:3]1[cH:4][cH:5][c:6](-[c:9]2[n:10][c:11]([NH:14][C:33]([CH2:32][c:29]3[cH:28][cH:27][c:26]([C:24]#[N:25])[cH:31][cH:30]3)=[O:34])[s:12][cH:13]2)[cH:7][cH:8]1. The reactants are N1C(=CC=2C1=NC=CC2)C(=O)OCC (ethyl 1H-pyrrolo[2,3-b]pyridine-2-carboxylate), IC=1C=NC=CC1 (3-iodopyridine). Yields the product N1=CC(=CC=C1)N1C(=CC=2C1=NC=CC2)C(=O)OCC (ethyl 1-(3-pyridyl)-1H-pyrrolo[2,3-b]pyridine-2-carboxylate). As a reaction SMILES: [NH:1]1[C:5]2=[N:6][CH:7]=[CH:8][CH:9]=[C:4]2[CH:3]=[C:2]1[C:10]([O:12][CH2:13][CH3:14])=[O:11].I[C:16]1[CH:17]=[N:18][CH:19]=[CH:20][CH:21]=1>>[N:18]1[CH:19]=[CH:20][CH:21]=[C:16]([N:1]2[C:5]3=[N:6][CH:7]=[CH:8][CH:9]=[C:4]3[CH:3]=[C:2]2[C:10]([O:12][CH2:13][CH3:14])=[O:11])[CH:17]=1. Procedure details: This compound was prepared according to the experimental protocol described in Example 6.1, starting with ethyl 1H-pyrrolo[2,3-b]pyridine-2-carboxylate obtained according to the protocol described in step 3.2 and 3-iodopyridine. A yellow solid is obtained. Reactants: Cc1cc2c(cc1Br)NC(=O)CC2(C)C, CCI, CS(C)=O, [K+], [OH-]. Yields the product CCN1C(=O)CC(C)(C)c2cc(C)c(Br)cc21. As a reaction SMILES: [Br:1][c:2]1[c:3]([CH3:15])[cH:4][c:5]2[c:10]([cH:11]1)[NH:9][C:8](=[O:12])[CH2:7][C:6]2([CH3:13])[CH3:14].[CH2:18]([CH3:19])[I:20].[CH3:21][S:22]([CH3:23])=[O:24].[K+:17].[OH-:16]>>[Br:1][c:2]1[c:3]([CH3:15])[cH:4][c:5]2[c:10]([cH:11]1)[N:9]([CH2:18][CH3:19])[C:8](=[O:12])[CH2:7][C:6]2([CH3:13])[CH3:14]. The reactants are C(C1=CC=CC=C1)ONCC(=O)N[C@@H](CCCCN)C(=O)O (BnO-GlyLys). The reagents and catalysts are [Pd] (Pd/C). Run in FC(CO)(F)F (2,2,2-trifluoroethanol). Yields the product ONCC(=O)N[C@@H](CCCCN)C(=O)O (HO-GlyLys). The yield is 310.5%. RXN SMILES: C([O:8][NH:9][CH2:10][C:11]([NH:13][C@H:14]([C:20]([OH:22])=[O:21])[CH2:15][CH2:16][CH2:17][CH2:18][NH2:19])=[O:12])C1C=CC=CC=1>FC(F)(F)CO.[Pd]>[OH:8][NH:9][CH2:10][C:11]([NH:13][C@H:14]([C:20]([OH:22])=[O:21])[CH2:15][CH2:16][CH2:17][CH2:18][NH2:19])=[O:12]. Reported procedure: BnO-GlyLys [α-CO-3,5-Ph(CO2Me)2] [ε-Glu] [α-Boc] [γ-CO2Me] (90 mg, 0.119 mmol) was dissolved in 2,2,2-trifluoroethanol (4 ml) and stirred at room temperature. Non-Degussa Pd/C (10%, 0.030 mmol, 32 mg) was added to the degassed solution and the system was stirred under hydrogen gas (1 atm) for 24 h. The catalyst was removed by filtration and the filtrate was concentrated to dryness to give HO-GlyLys [α-CO-3,5-Ph(CO2Me)2] [ε-Glu] [α-Boc] [γ-CO2Me] as an orange glass (81 mg, 102%). Starting materials: C(C)(=O)S[C@@H]1[C@@H](C(N1S(=O)(=O)[O-])=O)NC(C(=NOC)C=1N=C(SC1)NC(CCl)=O)=O.[Na+] (sodium (3R,4R)-4-acetylthio-3-[2-(2-chloroacetamidothiazol-4-yl)-2-methoxyiminoacetamido]-2-oxoazetidine-1-sulfonate), C(N)(SC)=S.[Na] (sodium monomethyl dithiocarbamate). Solvent: O (water). Reaction conditions: time 3 hour. Yields the product C(C)(=O)S[C@@H]1[C@@H](C(N1S(=O)(=O)[O-])=O)NC(C(=NOC)C=1N=C(SC1)N)=O.[Na+] (sodium (3R,4R)-4-acetylthio-3-[2-(2-aminothiazol-4-yl)-2-methoxyiminoacetamido]-2-oxoazetidine-1-sulfonate). RXN SMILES: [C:1]([S:4][C@H:5]1[N:8]([S:9]([O-:12])(=[O:11])=[O:10])[C:7](=[O:13])[C@H:6]1[NH:14][C:15](=[O:30])[C:16]([C:20]1[N:21]=[C:22]([NH:25]C(=O)CCl)[S:23][CH:24]=1)=[N:17][O:18][CH3:19])(=[O:3])[CH3:2].[Na+:31].C(=S)(SC)N.[Na]>O>[C:1]([S:4][C@H:5]1[N:8]([S:9]([O-:12])(=[O:11])=[O:10])[C:7](=[O:13])[C@H:6]1[NH:14][C:15](=[O:30])[C:16]([C:20]1[N:21]=[C:22]([NH2:25])[S:23][CH:24]=1)=[N:17][O:18][CH3:19])(=[O:3])[CH3:2].[Na+:31] |f:0.1,2.3,5.6,^1:36|. Procedure: To a solution of 0.10 g of sodium (3R,4R)-4-acetylthio-3-[2-(2-chloroacetamidothiazol-4-yl)-2-methoxyiminoacetamido]-2-oxoazetidine-1-sulfonate in 5 ml of water is added under ice-cooling 0.030 g of sodium monomethyl dithiocarbamate, and the mixture is stirred for 3 hours at room temperature. The same procedure as Example 3B yields 0.016 of sodium (3R,4R)-4-acetylthio-3-[2-(2-aminothiazol-4-yl)-2-methoxyiminoacetamido]-2-oxoazetidine-1-sulfonate.